From a dataset of the Open Reaction Database (ORD), a public repository of structured organic reaction records. describe an organic reaction: reactants, conditions, products, and yield Starting materials: O(C1=CC=CC=C1)C=1C=C(C=O)C=CC1 (3-phenoxy-benzaldehyde), [Na] (sodium), CC1([C@H]([C@@H]1C(C(Cl)(Cl)Br)Br)C(=O)Cl)C (trans 2,2-dimethyl-3-(1',2'-dibromo-2',2'-dichloroethyl)-cyclopropane-1-carboxylic acid chloride). Reagents/catalysts: [Cl-].[Zn+2].[Cl-] (zinc chloride). Conditions: temperature 20 celsius, time 17 hour. Yields the product [Na] (sodium), CC1([C@H]([C@@H]1C(C(Cl)(Cl)Br)Br)C(=O)[O-])C (trans 2,2-dimethyl-3-(1',2'-dibromo-2',2'-dichloroethyl)-cyclopropane-1-carboxylate). RXN SMILES: [O:1](C1C=C(C=CC=1)C=O)C1C=CC=CC=1.[Na:16].[CH3:17][C:18]1([CH3:30])[C@@H:20]([CH:21]([Br:26])[C:22]([Br:25])([Cl:24])[Cl:23])[C@@H:19]1[C:27](Cl)=[O:28]>[Cl-].[Zn+2].[Cl-]>[Na:16].[CH3:17][C:18]1([CH3:30])[C@@H:20]([CH:21]([Br:26])[C:22]([Br:25])([Cl:24])[Cl:23])[C@@H:19]1[C:27]([O-:1])=[O:28] |f:3.4.5,^1:15,33|. Procedure details: A mixture of 8 g of 3-phenoxy-benzaldehyde and 15.5 g of 1R, trans 2,2-dimethyl-3-(1',2'-dibromo-2',2'-dichloroethyl)-cyclopropane-1-carboxylic acid chloride was warmed to obtain a homogeneous liquid and the mixture was cooled to 20° C. 0.150 g of anhydrous zinc chloride were added thereto and the mixture was stirred at 20° C. for 17 hours to obtain raw RS α-chloro-3-phenoxy-benzyl 1R, trans 2,2-dimethyl-3-(1',2'-dibromo-2',2'-dichloroethyl)-cyclopropane-1-carboxylate whose IR spectrum showed an... Reactants: ClC1=NC2=CC(=CC=C2C(=C1C)Cl)F (2,4-dichloro-7-fluoro-3-methylquinoline), CC1=CC(=NC=C1)[Sn](CCCC)(CCCC)CCCC (4-methyl-2-(tributylstannyl)pyridine), palladium tetrakistriphenylphosphine. The solvent is C1(=CC=CC=C1)C (toluene). The product is ClC1=C(C(=NC2=CC(=CC=C12)F)C1=NC=CC(=C1)C)C (4-chloro-7-fluoro-3-methyl-2-(4-methylpyridin-2-yl)quinoline). Reaction SMILES: Cl[C:2]1[C:11]([CH3:12])=[C:10]([Cl:13])[C:9]2[C:4](=[CH:5][C:6]([F:14])=[CH:7][CH:8]=2)[N:3]=1.[CH3:15][C:16]1[CH:21]=[CH:20][N:19]=[C:18]([Sn](CCCC)(CCCC)CCCC)[CH:17]=1>C1(C)C=CC=CC=1>[Cl:13][C:10]1[C:9]2[C:4](=[CH:5][C:6]([F:14])=[CH:7][CH:8]=2)[N:3]=[C:2]([C:18]2[CH:17]=[C:16]([CH3:15])[CH:21]=[CH:20][N:19]=2)[C:11]=1[CH3:12]. Procedure details: The Stille coupled product was prepared according to Procedure E using 2,4-dichloro-7-fluoro-3-methylquinoline (0.109 g, 0.47 mmol), 4-methyl-2-(tributylstannyl)pyridine (0.199 g, 0.52 mmol), palladium tetrakistriphenylphosphine (0.055 g, 0.047 mmol) in toluene (2 mL) to give 4-chloro-7-fluoro-3-methyl-2-(4-methylpyridin-2-yl)quinoline as a white solid. Mass Spectrum (ESI) m/e=287.0 (M+1). Reactants: O=C([O-])O, CCNc1nc2ccc(CCc3ccco3)cc2o1, CC(=O)OC(C)=O, O=CO, [Na+], C1CCOC1. RXN SMILES: [C:30](=[O:31])([OH:32])[O-:33].[CH2:11]([CH3:12])[NH:13][c:14]1[o:15][c:16]2[c:17]([n:18]1)[cH:19][cH:20][c:21]([CH2:23][CH2:24][c:25]1[o:26][cH:27][cH:28][cH:29]1)[cH:22]2.[CH3:1][C:2](=[O:3])[O:4][C:5](=[O:6])[CH3:7].[CH:8]([OH:9])=[O:10].[Na+:34].[O:35]1[CH2:36][CH2:37][CH2:38][CH2:39]1>>[CH:2](=[O:3])[N:13]([CH2:11][CH3:12])[c:14]1[o:15][c:16]2[c:17]([n:18]1)[cH:19][cH:20][c:21]([CH2:23][CH2:24][c:25]1[o:26][cH:27][cH:28][cH:29]1)[cH:22]2. The product is CCN(C=O)c1nc2ccc(CCc3ccco3)cc2o1. Starting materials: FC=1C=C2C(=NNC2=CC1)I (5-fluoro-3-iodo-indazole), ClCC#CCO (4-chloro-2-butyn-1-ol), 31A. Yields the product ClCC#CCN1N=C(C2=CC(=CC=C12)F)I (1-(4-chlorobut-2-yn-1-yl)-5-fluoro-3-iodo-1H-indazole). Yield: 58.0%. RXN SMILES: [F:1][C:2]1[CH:3]=[C:4]2[C:8](=[CH:9][CH:10]=1)[NH:7][N:6]=[C:5]2[I:11].[Cl:12][CH2:13][C:14]#[C:15][CH2:16]O>>[Cl:12][CH2:13][C:14]#[C:15][CH2:16][N:7]1[C:8]2[C:4](=[CH:3][C:2]([F:1])=[CH:10][CH:9]=2)[C:5]([I:11])=[N:6]1. Reported procedure: The title compound was prepared from 5-fluoro-3-iodo-indazole and 4-chloro-2-butyn-1-ol in 58% yield according to the general procedure for Preparation 31A. The minor isomer was not isolated or characterized. Starting materials: FC1(CC(CCC1)(O)CNC(=O)C=1C=2C=CC(=NC2C=CC1Cl)Cl)F (2,6-dichloro-quinoline-5-carboxylic acid (3,3-difluoro-1-hydroxycyclohexylmethyl)-amide), CCN(C(C)C)C(C)C (DIPEA), NC1CNCC1 (3-aminopyrrolidine). Yields the product FC1(CC(CCC1)(O)CNC(=O)C=1C=2C=CC(=NC2C=CC1Cl)N1CC(CC1)N)F (2-(3-Aminopyrrolidin-1-yl)-6-chloro-quinoline-5-carboxylic acid (3,3-difluoro-1-hydroxycyclohexylmethyl)-amide). Reaction SMILES: [F:1][C:2]1([F:25])[CH2:7][CH2:6][CH2:5][C:4]([CH2:9][NH:10][C:11]([C:13]2[C:14]3[CH:15]=[CH:16][C:17](Cl)=[N:18][C:19]=3[CH:20]=[CH:21][C:22]=2[Cl:23])=[O:12])([OH:8])[CH2:3]1.CCN(C(C)C)C(C)C.[NH2:35][CH:36]1[CH2:40][CH2:39][NH:38][CH2:37]1>>[F:1][C:2]1([F:25])[CH2:7][CH2:6][CH2:5][C:4]([CH2:9][NH:10][C:11]([C:13]2[C:14]3[CH:15]=[CH:16][C:17]([N:38]4[CH2:39][CH2:40][CH:36]([NH2:35])[CH2:37]4)=[N:18][C:19]=3[CH:20]=[CH:21][C:22]=2[Cl:23])=[O:12])([OH:8])[CH2:3]1. Procedure details: The title compound was synthesized according to the procedure described in example 1 using 2,6-dichloro-quinoline-5-carboxylic acid (3,3-difluoro-1-hydroxycyclohexylmethyl)-amide, DIPEA and 3-aminopyrrolidine. 1H NMR (400 MHz, DMSO-d6) δ ppm 8.75 (1H), 7.85 (m, 1H), 7.58 (2H), 7.05 (1H), 4.61 (s, 1H), 4.01 (m, 2H), 3.80 (m, 2H), 3.45 (m, 1H), 3.26 (m, 2H), 2.44 (m, 2H), 2.06 (m, 2H), 1.85 (m, 2H), 1.74-1.76 (m, 5H), 1.27-1.32 (m, 2H). m/z: 439 [M+H] The reactants are [OH-].[Na+] (sodium hydroxide), O=C(CCCCCCCCCCC)N1CC(CCC1)O[Si](C)(C)C(C)(C)C (1-oxododecyl-3-(O-tert-butyldimethylsilyloxy)piperidine), C(C)(=O)O (acetic acid), O1CCCC1 (tetrahydrofuran). The solvent is O (water). Reaction conditions: temperature 75 celsius. The product is O=C(CCCCCCCCCCC)N1CC(CCC1)O (1-Oxododecyl-3-hydroxypiperidine). As a reaction SMILES: [O:1]=[C:2]([N:14]1[CH2:19][CH2:18][CH2:17][CH:16]([O:20][Si](C(C)(C)C)(C)C)[CH2:15]1)[CH2:3][CH2:4][CH2:5][CH2:6][CH2:7][CH2:8][CH2:9][CH2:10][CH2:11][CH2:12][CH3:13].C(O)(=O)C.O1CCCC1.[OH-].[Na+]>O>[O:1]=[C:2]([N:14]1[CH2:19][CH2:18][CH2:17][CH:16]([OH:20])[CH2:15]1)[CH2:3][CH2:4][CH2:5][CH2:6][CH2:7][CH2:8][CH2:9][CH2:10][CH2:11][CH2:12][CH3:13] |f:3.4|. Procedure details: Mix 1-oxododecyl-3-(O-tert-butyldimethylsilyloxy)piperidine (3.5 mmol) with a solution of acetic acid (9 mL), tetrahydrofuran (6 mL) and water (6 mL). Heat at 75° C. overnight. Cool to room temperature and make basic with cold 10% sodium hydroxide and extract into methylene chloride. Wash with water, then with brine and dry (Na2SO4). Evaporate the solvent in vacuo and purify by flash chromatography (5% methanol/methylene chloride) to give the title compound.